Dataset: the Open Reaction Database (ORD), a public repository of structured organic reaction records. Task: describe an organic reaction: reactants, conditions, products, and yield Starting materials: CC1N(CC(C1)C)CCCN (2,4-dimethyl-1-(3-aminopropyl)pyrrolidine), IC1=CC=C(C=C1)S(=O)(=O)Cl (4-iodobenzenesulphonylchloride). Run in C1=CC=CC=C1 (benzene). Conditions: time 6 hour. The product is CC1N(CC(C1)C)CCCNS(=O)(=O)C1=CC=C(C=C1)I (2,4-Dimethyl-1-[3-(4-iodobenzenesulphonamido)propyl]pyrrolidine). Reaction SMILES: [CH3:1][CH:2]1[CH2:6][CH:5]([CH3:7])[CH2:4][N:3]1[CH2:8][CH2:9][CH2:10][NH2:11].[I:12][C:13]1[CH:18]=[CH:17][C:16]([S:19](Cl)(=[O:21])=[O:20])=[CH:15][CH:14]=1>C1C=CC=CC=1>[CH3:1][CH:2]1[CH2:6][CH:5]([CH3:7])[CH2:4][N:3]1[CH2:8][CH2:9][CH2:10][NH:11][S:19]([C:16]1[CH:17]=[CH:18][C:13]([I:12])=[CH:14][CH:15]=1)(=[O:21])=[O:20]. Reported procedure: A solution of 2,4-dimethyl-1-(3-aminopropyl)pyrrolidine (4.7 g, 0.03 mol) in benzene (20 ml) was added dropwise to a solution of 4-iodobenzenesulphonylchloride (9.1 g, 0.03 mol) benzene (80 ml). After stirring the resulting mixture for six hours at room temperature, the reaction product separated as an oil. The reaction mixture was evaporated, and the residue was dissolved in absolute alcohol (800 ml) and boiled with charcoal. Starting materials: O=C([O-])[O-], CN(C)C=O, CCOC(C)=O, O=[N+]([O-])c1cc(Cl)ccc1Cl, [Cu], [K+], [K+], CC(C)c1ccc(N)c(C#N)c1. Product: CC(C)c1ccc(Nc2ccc(Cl)cc2[N+](=O)[O-])c(C#N)c1. Reaction SMILES: [C:24](=[O:25])([O-:26])[O-:27].[CH3:30][N:31]([CH3:32])[CH:33]=[O:34].[CH3:35][CH2:36][O:37][C:38](=[O:39])[CH3:40].[Cl:1][c:2]1[c:3]([N+:9](=[O:10])[O-:11])[cH:4][c:5]([Cl:8])[cH:6][cH:7]1.[Cu:41].[K+:28].[K+:29].[NH2:12][c:13]1[c:14]([C:15]#[N:16])[cH:17][c:18]([CH:21]([CH3:22])[CH3:23])[cH:19][cH:20]1>>[c:2]1([NH:12][c:13]2[c:14]([C:15]#[N:16])[cH:17][c:18]([CH:21]([CH3:22])[CH3:23])[cH:19][cH:20]2)[c:3]([N+:9](=[O:10])[O-:11])[cH:4][c:5]([Cl:8])[cH:6][cH:7]1. Starting materials: ClCC=1N=C(OC1C)C1=CC(=C(C=C1)F)C (4-chloromethyl-2-(4-fluoro-3-methyl-phenyl)-5-methyl-oxazole), C([O-])([O-])=O.[Cs+].[Cs+] (cesium carbonate), [I-].[K+] (potassium iodide), COC([C@H](CC1=C(C=C(C=C1)O)OC)OCC)=O ((2S)-2-ethoxy-3-(4-hydroxy-2-methoxy-phenyl)-propionic acid methyl ester). The product is COC([C@H](CC1=C(C=C(C=C1)OCC=1N=C(OC1C)C1=CC(=C(C=C1)F)C)OC)OCC)=O ((S)-2-ethoxy-3-{4-[2-(4-fluoro-3-methyl-phenyl)-5-methyl-oxazol-4-ylmethoxy]-2-methoxy-phenyl}-propionic acid methyl ester). Reaction SMILES: [CH3:1][O:2][C:3](=[O:18])[C@@H:4]([O:15][CH2:16][CH3:17])[CH2:5][C:6]1[CH:11]=[CH:10][C:9]([OH:12])=[CH:8][C:7]=1[O:13][CH3:14].Cl[CH2:20][C:21]1[N:22]=[C:23]([C:27]2[CH:32]=[CH:31][C:30]([F:33])=[C:29]([CH3:34])[CH:28]=2)[O:24][C:25]=1[CH3:26].C(=O)([O-])[O-].[Cs+].[Cs+].[I-].[K+]>>[CH3:1][O:2][C:3](=[O:18])[C@@H:4]([O:15][CH2:16][CH3:17])[CH2:5][C:6]1[CH:11]=[CH:10][C:9]([O:12][CH2:20][C:21]2[N:22]=[C:23]([C:27]3[CH:32]=[CH:31][C:30]([F:33])=[C:29]([CH3:34])[CH:28]=3)[O:24][C:25]=2[CH3:26])=[CH:8][C:7]=1[O:13][CH3:14] |f:2.3.4,5.6|. Procedure: In analogy to the procedure described in example 1 f], (2S)-2-ethoxy-3-(4-hydroxy-2-methoxy-phenyl)-propionic acid methyl ester (example 24 c]) was reacted with 4-chloromethyl-2-(4-fluoro-3-methyl-phenyl)-5-methyl-oxazole (examples 5 b]) in the presence of cesium carbonate and potassium iodide to yield (S)-2-ethoxy-3-{4-[2-(4-fluoro-3-methyl-phenyl)-5-methyl-oxazol-4-ylmethoxy]-2-methoxy-phenyl}-propionic acid methyl ester as colorless liquid. Reactants: [BH4-], CCCCCCC(C)(C)c1ccc(C2=CC(=O)CCC2)c(O)c1, CO, [Na+]. Product: CCCCCCC(C)(C)c1ccc(C2=CC(O)CCC2)c(O)c1. RXN SMILES: [BH4-:24].[CH3:1][C:2]([CH2:3][CH2:4][CH2:5][CH2:6][CH2:7][CH3:8])([CH3:9])[c:10]1[cH:11][c:12]([OH:23])[c:13]([C:16]2=[CH:17][C:18](=[O:22])[CH2:19][CH2:20][CH2:21]2)[cH:14][cH:15]1.[CH3:26][OH:27].[Na+:25]>>[CH3:1][C:2]([CH2:3][CH2:4][CH2:5][CH2:6][CH2:7][CH3:8])([CH3:9])[c:10]1[cH:11][c:12]([OH:23])[c:13]([C:16]2=[CH:17][CH:18]([OH:22])[CH2:19][CH2:20][CH2:21]2)[cH:14][cH:15]1. Reactants: O=C(O)c1ncc(Br)cn1, CC(c1ccc(B2OC(C)(C)C(C)(C)O2)cc1)N1CCC(CC(C)(C)O)(C(C)C)OC1=O. The product is CC(c1ccc(-c2cnc(C(=O)O)nc2)cc1)N1CCC(CC(C)(C)O)(C(C)C)OC1=O. Reaction SMILES: [Br:33][c:34]1[cH:35][n:36][c:37]([C:40](=[O:41])[OH:42])[n:38][cH:39]1.[OH:1][C:2]([CH2:3][C:4]1([CH:28]([CH3:29])[CH3:30])[CH2:5][CH2:6][N:7]([CH:11]([CH3:12])[c:13]2[cH:14][cH:15][c:16]([B:19]3[O:20][C:21]([CH3:22])([CH3:23])[C:24]([CH3:25])([CH3:26])[O:27]3)[cH:17][cH:18]2)[C:8](=[O:10])[O:9]1)([CH3:31])[CH3:32]>>[OH:1][C:2]([CH2:3][C:4]1([CH:28]([CH3:29])[CH3:30])[CH2:5][CH2:6][N:7]([CH:11]([CH3:12])[c:13]2[cH:14][cH:15][c:16](-[c:34]3[cH:35][n:36][c:37]([C:40](=[O:41])[OH:42])[n:38][cH:39]3)[cH:17][cH:18]2)[C:8](=[O:10])[O:9]1)([CH3:31])[CH3:32]. Starting materials: ClC=1C(=C(C=CC1)S(=O)(=O)O[C@@H](CC1=NSC(=N1)NS(=O)(=O)C1=C(C(=CC=C1)Cl)C)C)C ((R)-2-(5-{[(3-chloro-2-methylphenyl)sulfonyl]amino}-1,2,4-thiadiazol-3-yl)-1-methylethyl 3-chloro-2-methylbenzenesulfonate), FC=1C=C(C=CC1)S (3-fluorothiophenol), C([O-])([O-])=O.[Na+].[Na+] (sodium carbonate). Solvent: CC#N (CH3CN). Product: ClC=1C(=C(C=CC1)S(=O)(=O)NC1=NC(=NS1)C[C@@H](C)SC1=CC(=CC=C1)F)C ((R)-3-chloro-N-(3-{2-[(3-fluorophenyl)thio]propyl}-1,2,4-thiadiazol-5-yl)-2-methylbenzenesulfonamide). RXN SMILES: ClC1C(C)=C(S(O[C@H:12]([CH3:31])[CH2:13][C:14]2[N:18]=[C:17]([NH:19][S:20]([C:23]3[CH:28]=[CH:27][CH:26]=[C:25]([Cl:29])[C:24]=3[CH3:30])(=[O:22])=[O:21])[S:16][N:15]=2)(=O)=O)C=CC=1.[F:33][C:34]1[CH:35]=[C:36]([SH:40])[CH:37]=[CH:38][CH:39]=1.C(=O)([O-])[O-].[Na+].[Na+]>CC#N>[Cl:29][C:25]1[C:24]([CH3:30])=[C:23]([S:20]([NH:19][C:17]2[S:16][N:15]=[C:14]([CH2:13][C@H:12]([S:40][C:36]3[CH:37]=[CH:38][CH:39]=[C:34]([F:33])[CH:35]=3)[CH3:31])[N:18]=2)(=[O:21])=[O:22])[CH:28]=[CH:27][CH:26]=1 |f:2.3.4|. Procedure: (R)-2-(5-{[(3-chloro-2-methylphenyl)sulfonyl]amino}-1,2,4-thiadiazol-3-yl)-1-methylethyl 3-chloro-2-methylbenzenesulfonate (example 98), 3-fluorothiophenol (1 eq) and sodium carbonate (1 eq) in CH3CN were heated overnight. Standard work-up and purification yielded the desired product.